This data is from the Open Reaction Database (ORD), a public repository of structured organic reaction records. The task is: describe an organic reaction: reactants, conditions, products, and yield The product is CC(C)(C)OC(=O)NC1(C(=O)NC(CCN)c2ccc(Cl)cc2)CCN(c2ncnc3[nH]ccc23)CC1. Reaction SMILES: [CH3:51][CH2:52][OH:53].[Cl:4][c:5]1[cH:6][cH:7][c:8]([CH:11]([CH2:12][CH2:13][N:14]2[C:15](=[O:16])[c:17]3[c:18]([cH:19][cH:20][cH:21][cH:22]3)[C:23]2=[O:24])[NH:25][C:26](=[O:27])[C:28]2([NH:43][C:44]([O:45][C:46]([CH3:47])([CH3:48])[CH3:49])=[O:50])[CH2:29][CH2:30][N:31]([c:34]3[c:35]4[c:36]([n:37][cH:38][n:39]3)[nH:40][cH:41][cH:42]4)[CH2:32][CH2:33]2)[cH:9][cH:10]1.[NH2:2][NH2:3].[OH2:1]>>[Cl:4][c:5]1[cH:6][cH:7][c:8]([CH:11]([CH2:12][CH2:13][NH2:14])[NH:25][C:26](=[O:27])[C:28]2([NH:43][C:44]([O:45][C:46]([CH3:47])([CH3:48])[CH3:49])=[O:50])[CH2:29][CH2:30][N:31]([c:34]3[c:35]4[c:36]([n:37][cH:38][n:39]3)[nH:40][cH:41][cH:42]4)[CH2:32][CH2:33]2)[cH:9][cH:10]1. Reactants: CCO, CC(C)(C)OC(=O)NC1(C(=O)NC(CCN2C(=O)c3ccccc3C2=O)c2ccc(Cl)cc2)CCN(c2ncnc3[nH]ccc23)CC1, NN, O. Reactants: COC(=O)c1ccc(-c2ccnc(CNC(=O)OC(C)(C)C)c2)cc1, ClCCl, O=C(O)C(F)(F)F. Yields the product O=C(O)C(F)(F)F, COC(=O)c1ccc(-c2ccnc(CN)c2)cc1. Reaction SMILES: [C:1]([O:2][C:3](=[O:4])[NH:8][CH2:9][c:10]1[n:11][cH:12][cH:13][c:14](-[c:16]2[cH:17][cH:18][c:19]([C:20](=[O:21])[O:22][CH3:23])[cH:24][cH:25]2)[cH:15]1)([CH3:5])([CH3:6])[CH3:7].[Cl:33][CH2:34][Cl:35].[F:26][C:27]([C:28](=[O:29])[OH:30])([F:31])[F:32]>>[F:26][C:27]([C:28](=[O:29])[OH:30])([F:31])[F:32].[NH2:8][CH2:9][c:10]1[n:11][cH:12][cH:13][c:14](-[c:16]2[cH:17][cH:18][c:19]([C:20](=[O:21])[O:22][CH3:23])[cH:24][cH:25]2)[cH:15]1. Starting materials: CS(=O)(=O)NC1=CC2=C(NC(=NS2(=O)=O)CC(=O)O)C=C1 ((7-methanesulfonylamino-1,1-dioxo-1,4-dihydro-1λ6-benzo[1,2,4]thiadiazin-3-yl)-acetic acid), C(C)OC(=O)[C@H]1[C@H](CCC1)NCC1=NC=C(C=C1)F (cis-2-[(5-fluoro-pyridin-2-ylmethyl)-amino]-cyclopentanecarboxylic acid ethyl ester), solution, C1(CCCCC1)N=C=NC1CCCCC1 (N,N′-dicyclohexylcarbodiimide), ClCCl (dichloromethane). Solvent: CN(C=O)C (N,N-dimethylformamide). Run at temperature 25 celsius, time 6 hour. Product: C(C)OC(=O)[C@H]1[C@H](CCC1)N(C(CC1=NS(C2=C(N1)C=CC(=C2)NS(=O)(=O)C)(=O)=O)=O)CC2=NC=C(C=C2)F (cis-2-{(5-fluoro-pyridin-2-ylmethyl)-[2-(7-methanesulfonylamino-1,1-dioxo-1,4-dihydro-1λ6-benzo[1,2,4]thiadiazin-3-yl)-acetyl]-amino}-cyclopentanecarboxylic acid ethyl ester). Yield: 48.7%. Reaction SMILES: [CH3:1][S:2]([NH:5][C:6]1[CH:21]=[CH:20][C:9]2[NH:10][C:11]([CH2:16][C:17]([OH:19])=O)=[N:12][S:13](=[O:15])(=[O:14])[C:8]=2[CH:7]=1)(=[O:4])=[O:3].[CH2:22]([O:24][C:25]([C@@H:27]1[CH2:31][CH2:30][CH2:29][C@@H:28]1[NH:32][CH2:33][C:34]1[CH:39]=[CH:38][C:37]([F:40])=[CH:36][N:35]=1)=[O:26])[CH3:23].C1(N=C=NC2CCCCC2)CCCCC1.ClCCl>CN(C)C=O>[CH2:22]([O:24][C:25]([C@@H:27]1[CH2:31][CH2:30][CH2:29][C@@H:28]1[N:32]([CH2:33][C:34]1[CH:39]=[CH:38][C:37]([F:40])=[CH:36][N:35]=1)[C:17](=[O:19])[CH2:16][C:11]1[NH:10][C:9]2[CH:20]=[CH:21][C:6]([NH:5][S:2]([CH3:1])(=[O:3])=[O:4])=[CH:7][C:8]=2[S:13](=[O:14])(=[O:15])[N:12]=1)=[O:26])[CH3:23]. Procedure details: A solution of (7-methanesulfonylamino-1,1-dioxo-1,4-dihydro-1λ6-benzo[1,2,4]thiadiazin-3-yl)-acetic acid (prepared as described in Example 1j, 0.100 g, 0.300 mmol) and cis-2-[(5-fluoro-pyridin-2-ylmethyl)-amino]-cyclopentanecarboxylic acid ethyl ester (0.080 g, 0.300 mmol) in N,N-dimethylformamide (1.5 mL) was treated with a 1.0 M solution of N,N′-dicyclohexylcarbodiimide in dichloromethane (0.315 mL, 0.315 mmol). The reaction was stirred for 6 h at 25° C., the urea byproduct was filtered off an... Starting materials: C1CCOC1, [Li]C, O=C(O)c1cccc2c(F)cccc12, [Na+], [OH-]. Product: CC(=O)c1cccc2c(F)cccc12. As a reaction SMILES: [CH2:19]1[O:20][CH2:21][CH2:22][CH2:23]1.[CH3:1][Li:2].[F:3][c:4]1[c:5]2[cH:6][cH:7][cH:8][c:9]([C:14](=[O:15])[OH:16])[c:10]2[cH:11][cH:12][cH:13]1.[Na+:18].[OH-:17]>>[CH3:1][C:14]([c:9]1[cH:8][cH:7][cH:6][c:5]2[c:4]([F:3])[cH:13][cH:12][cH:11][c:10]21)=[O:16]. Yields the product Cc1cc(N)ccc1SCc1nccn1C. RXN SMILES: [CH3:22][OH:23].[Cl:13][CH2:14][c:15]1[n:16]([CH3:20])[cH:17][cH:18][n:19]1.[ClH:12].[NH2:1][c:2]1[cH:3][c:4]([CH3:9])[c:5]([SH:8])[cH:6][cH:7]1.[Na+:11].[OH-:10].[OH2:21]>>[NH2:1][c:2]1[cH:3][c:4]([CH3:9])[c:5]([S:8][CH2:14][c:15]2[n:16]([CH3:20])[cH:17][cH:18][n:19]2)[cH:6][cH:7]1. Reactants: CO, Cn1ccnc1CCl, Cl, Cc1cc(N)ccc1S, [Na+], [OH-], O. Reactants: Br, O=N[O-], Nc1cccc2cnccc12, [Na+], [Na+], [OH-], O. The product is Brc1cccc2cnccc12. Reaction SMILES: [BrH:18].[N:12]([O-:13])=[O:14].[NH2:1][c:2]1[c:3]2[cH:4][cH:5][n:6][cH:7][c:8]2[cH:9][cH:10][cH:11]1.[Na+:15].[Na+:17].[OH-:16].[OH2:19]>>[c:2]1([Br:18])[c:3]2[cH:4][cH:5][n:6][cH:7][c:8]2[cH:9][cH:10][cH:11]1.